From a dataset of the Open Reaction Database (ORD), a public repository of structured organic reaction records. describe an organic reaction: reactants, conditions, products, and yield Starting materials: C(C)(C)(C)OC(NC(CCNC([O-])=O)C1CCC(CC1)CCO)=O (tert-butyl-1-(4-(2-hydroxyethyl)cyclohexyl)propane-1,3-diyldicarbamate), I(=O)(=O)(=O)[O-].[Na+] (sodium periodate), O (water), Cl (HCl). The reagents and catalysts are O.[Ru](Cl)(Cl)Cl (ruthenium (III) chloride hydrate). The solvent is C(Cl)(Cl)(Cl)Cl (carbon tetrachloride), C(C)#N (acetonitrile). Reaction conditions: time 2 hour. Product: CC(C)(OC(NC(CCNC(OC(C)(C)C)=O)[C@@H]1CC[C@H](CC1)CC(=O)O)=O)C (2-(trans-4-(2,2,12,12-tetramethyl-4,10-dioxo-3,11-dioxa-5,9-diazatridecan-6-yl)cyclohexyl)acetic acid). Isolated yield 83.0%. RXN SMILES: [C:1]([O:5][C:6](=[O:24])[NH:7][CH:8]([CH:15]1[CH2:20][CH2:19][CH:18]([CH2:21][CH2:22][OH:23])[CH2:17][CH2:16]1)[CH2:9][CH2:10][NH:11][C:12](=[O:14])[O-:13])([CH3:4])([CH3:3])[CH3:2].I([O-])(=O)(=O)=O.[Na+].Cl.[OH2:32]>C(Cl)(Cl)(Cl)Cl.C(#N)C.O.[Ru](Cl)(Cl)Cl>[CH3:4][C:1]([CH3:3])([O:5][C:6](=[O:24])[NH:7][CH:8]([C@H:15]1[CH2:20][CH2:19][C@H:18]([CH2:21][C:22]([OH:32])=[O:23])[CH2:17][CH2:16]1)[CH2:9][CH2:10][NH:11][C:12](=[O:13])[O:14][C:1]([CH3:4])([CH3:3])[CH3:2])[CH3:2] |f:1.2,7.8|. Procedure details: A mixture of the tert-butyl-1-(4-(2-hydroxyethyl)cyclohexyl)propane-1,3-diyldicarbamate (1.95 mmol), ruthenium (III) chloride hydrate (0.008 g, 0.039 mmol), sodium periodate (1.67 g, 2.8 mmol) in carbon tetrachloride (10 mL), acetonitrile (10 ml) and water (10 mL) was stirred at rt for 2 h. The reaction mixture was cooled to 0° C. and added 0.5N HCl (10 mL), extracted with DCM, dried over Na2SO4. Purification by flash column chromatography (eluent: 40% EtOAc in hexanes) gave the titled acid as w... The reactants are ClC1=CC(=C(C=C1)N1C(=NC(=C1CN1C(C=2C(C1=O)=CC=CC2)=O)C)CN(C)C)C(=O)C2=NC=CC=C2 (N-[[1-[4-chloro2-(2-pyridylcarbonyl)phenyl]-2-[(dimethylamino)methyl]-4-methylimidazol-5-yl]methyl]phthalimide), O.NN (hydrazine hydrate). The solvent is C(C)O (ethanol). Yields the product ClC=1C=CC2=C(C(=NCC=3N2C(=NC3C)CN(C)C)C3=NC=CC=C3)C1 (8-chloro-6-(2-pyridyl)-1-[(dimethylamino)methyl]-3-methyl-4H-imidazo[1,5-a][1,4]benzodiazepine). As a reaction SMILES: [Cl:1][C:2]1[CH:7]=[CH:6][C:5]([N:8]2[C:12]([CH2:13][N:14]3C(=O)C4=CC=CC=C4C3=O)=[C:11]([CH3:25])[N:10]=[C:9]2[CH2:26][N:27]([CH3:29])[CH3:28])=[C:4]([C:30]([C:32]2[CH:37]=[CH:36][CH:35]=[CH:34][N:33]=2)=O)[CH:3]=1.O.NN>C(O)C>[Cl:1][C:2]1[CH:7]=[CH:6][C:5]2[N:8]3[C:9]([CH2:26][N:27]([CH3:29])[CH3:28])=[N:10][C:11]([CH3:25])=[C:12]3[CH2:13][N:14]=[C:30]([C:32]3[CH:37]=[CH:36][CH:35]=[CH:34][N:33]=3)[C:4]=2[CH:3]=1 |f:1.2|. Reported procedure: In the manner given in Example 4, N-[[1-[4-chloro2-(2-pyridylcarbonyl)phenyl]-2-[(dimethylamino)methyl]-4-methylimidazol-5-yl]methyl]phthalimide in ethanol is heated with hydrazine hydrate to give 8-chloro-6-(2-pyridyl)-1-[(dimethylamino)methyl]-3-methyl-4H-imidazo[1,5-a][1,4]benzodiazepine.